This data is from the Open Reaction Database (ORD), a public repository of structured organic reaction records. The task is: describe an organic reaction: reactants, conditions, products, and yield Reactants: CN(C([C@@H](CC1=CC2=CC=CC=C2C=C1)N(C)C(\C=C\CC(C)(C)N)=O)=O)CCC1=CC=CC=C1 ((2R)-2-(N-((2E)-5-Amino-5-methylhex-2-enoyl)-N-methylamino)-3-(2-naphthyl)propionic acid N-methyl-N-phenethylamide), CN(C([C@@H](CC1=CC2=CC=CC=C2C=C1)N(C)C(\C=C\CC(C)(C)N)=O)=O)CCC=1SC=CC1 ((2R)-2-(N-((2E)-5-Amino-5-methylhex-2-enoyl)-N-methylamino)-3-(2-naphthyl)propionic acid N-methyl-N-(2-(2-thienyl)ethyl)amide), C(C)(=O)N (acetamide), CN(C([C@@H](CC1=CC2=CC=CC=C2C=C1)N(C)C(\C=C\CC(C)(C)N)=O)=O)CCC1=C(C=CC=C1)NS(=O)(=O)C ((2R)-2-(N-((2E)-5-Amino-5-methylhex-2-enoyl)-N-methylamino)-3-(2-naphthyl)propionic acid N-methyl-N-(2-(2-(methylsulfonylamino)phenyl)ethyl)amide), C(C)(=O)N([C@H](CC1=CC=CC=C1)C(NC)=O)C[C@@H](CC1=CC2=CC=CC=C2C=C1)NC(\C=C\CC(C)(C)N)=O ((2E)-5-Amino-5-methylhex-2-enoic acid N-((1R)-2-(N-acetyl-N-((1R)-1-(methylcarbamoyl)-2-phenylethyl)amino)-1-((2-naphthyl)methyl)ethyl)amide), NC(C/C=C/C(=O)N([C@H](CC1=CC2=CC=CC=C2C=C1)C(N(CCC=1SC=CC1)C)=O)C)(C)C ((2E)-5-Amino-5-methyl-N-methyl-N-((1R)-1-(N-methyl-N-(2-(2-thienyl)ethyl)carbamoyl)-2-(2-naphthyl)ethyl)hex-2-enamide), O[C@@H](CNC(C/C=C/C(=O)N(C)[C@@H](C(=O)N(CCC1=CC=CC=C1)C)CC1=CC2=CC=CC=C2C=C1)(C)C)C ((2R)-2-(N-((2E)-5-((2R)-2-hydroxypropylamino)-5-methylhex-2-enoyl)-N-methylamino)-N-methyl-3-(2-naphthyl)-N-phenethylpropionamide), N1[C@@H](CCC1)COCC(=O)N(C)[C@@H](C(=O)NN(C(=O)NCC)CC1=CC=CC=C1)CC1=CC2=CC=CC=C2C=C1 (1-((2R)-2-(N-(2-(((2S)-pyrrolidin-2yl)methoxy)acetyl)-N-methylamino)-3-(2-naphthyl)propionyl)-2-benzyl-4-ethylsemicarbazide), NC(COCC(=O)N(C)[C@@H](C(=O)NN(C(=O)NCC)CC1=CC=CC=C1)CC1=CC2=CC=CC=C2C=C1)(C)C (1-((2R)-2-(N-((2-amino-2-methylpropoxy)acetyl)-N-methylamino)-3-(2-naphthyl)propionyl)-2-benzyl-4-ethylsemicarbazide), NC(C/C=C/C(=O)N1CC(N(C[C@H]1CC1=CC2=CC=CC=C2C=C1)[C@@H](C(=O)NC)CC1=CC=CC=C1)=O)(C)C ((2R)-2-((5R)-4-((2E)-5-Amino-5-methylhex-2-enoyl)-5-(2-naphthyl)methyl-2-oxopiperazin-1-yl)-N-methyl-3-phenylpropionamide). Product: NC(C/C=C/C(=O)N(C)[C@@H](C(=O)NN(C(=O)NCC)CC1=CC=CC=C1)CC1=CC2=CC=CC=C2C=C1)(C)C (1-((2R)-2-(N-((2E)-5-amino-5-methylhex-2-enoyl)-N-methylamino)-3-(2-naphthyl)propionyl)-2-benzyl-4-ethylsemicarbazide). RXN SMILES: CN(CCC1C=CC=CC=1)C(=O)[C@H](N(C(=O)/C=C/CC(N)(C)C)C)C[C:6]1[CH:15]=[CH:14][C:13]2[C:8](=CC=CC=2)[CH:7]=1.N1CCC[C@H]1CO[CH2:43][C:44]([N:46]([C@H:48]([CH2:65][C:66]1[CH:75]=CC2[C:68](=CC=CC=2)[CH:67]=1)[C:49]([NH:51][N:52]([CH2:58][C:59]1C=CC=[CH:61][CH:60]=1)[C:53]([NH:55][CH2:56][CH3:57])=[O:54])=[O:50])[CH3:47])=[O:45].NC(C)(C)COCC(N([C@H](CC1[CH:112]=[CH:111][C:110]2[C:105](=CC=C[CH:109]=2)C=1)C(NN(CC1C=CC=CC=1)C(NCC)=O)=O)C)=O.CN(CCC1C=CC=CC=1NS(C)(=O)=O)[C:117](=O)[C@H:118](N(C(=O)/C=C/CC(N)(C)C)C)[CH2:119]C1C=CC2C(=CC=CC=2)C=1.C[N:156](CCC1SC=CC=1)C(=O)[C@H](N(C(=O)/C=C/CC(N)(C)C)C)CC1C=CC2C(=CC=CC=2)C=1.NC(C)(C)C/C=C/C(N1[C@H](CC2C=CC3C(=CC=CC=3)C=2)CN([C@H](CC2C=CC=CC=2)C(NC)=O)C(=O)C1)=O.O[C@H](C)CNC(C)(C)C/C=C/C(N([C@H](CC1C=CC2C(=CC=CC=2)C=1)C(N(C)CCC1C=CC=CC=1)=O)C)=O.C(N(C[C@H](NC(=O)/C=C/CC(N)(C)C)CC1C=CC2C(=CC=CC=2)C=1)[C@@H](C(=O)NC)CC1C=CC=CC=1)(=O)C.C(N)(=O)C>>[NH2:156][C:110]([CH3:109])([CH3:105])[CH2:111]/[CH:112]=[CH:43]/[C:44]([N:46]([C@H:48]([CH2:65][C:66]1[CH:67]=[CH:68][C:8]2[C:13](=[CH:14][CH:15]=[CH:6][CH:7]=2)[CH:75]=1)[C:49]([NH:51][N:52]([CH2:58][C:59]1[CH:119]=[CH:118][CH:117]=[CH:61][CH:60]=1)[C:53]([NH:55][CH2:56][CH3:57])=[O:54])=[O:50])[CH3:47])=[O:45]. Procedure details: ##STR64## (2R)-2-(N-((2E)-5-Amino-5-methylhex-2-enoyl)-N-methylamino)-3-(2-naphthyl)propionic acid N-methyl-N-phenethylamide: ##STR65## 1-((2R)-2-(N-(2-(((2S)-pyrrolidin-2yl)methoxy)acetyl)-N-methylamino)-3-(2-naphthyl)propionyl)-2-benzyl-4-ethylsemicarbazide: ##STR66## 1-((2R)-2-(N-((2-amino-2-methylpropoxy)acetyl)-N-methylamino)-3-(2-naphthyl)propionyl)-2-benzyl-4-ethylsemicarbazide: ##STR67## (2R)-2-(N-((2E)-5-Amino-5-methylhex-2-enoyl)-N-methylamino)-3-(2-naphthyl)propionic acid N-methyl-N-(... Reactants: NCCCCN1C=NC2=C1C=CC(=C2)C(=O)OCC (1-(4-aminobutyl)-5-ethoxycarbonylbenzimidazole), ClCCN(CCCl)C1=CC2=C(OCCO2)C=C1 (6-(N,N-bis(2-chloroethyl)amino)-1,4-benzodioxane). Product: C(C)OC(=O)C1=CC2=C(N(C=N2)CCCCN2CCN(CC2)C2=CC3=C(OCCO3)C=C2)C=C1 (6-[4(4-(5-ethoxycarbonylbenzimidazol-1-yl)butyl)piperazino]-1,4-benzodioxane). RXN SMILES: [NH2:1][CH2:2][CH2:3][CH2:4][CH2:5][N:6]1[C:10]2[CH:11]=[CH:12][C:13]([C:15]([O:17][CH2:18][CH3:19])=[O:16])=[CH:14][C:9]=2[N:8]=[CH:7]1.Cl[CH2:21][CH2:22][N:23]([C:27]1[CH:36]=[CH:35][C:30]2[O:31][CH2:32][CH2:33][O:34][C:29]=2[CH:28]=1)[CH2:24][CH2:25]Cl>>[CH2:18]([O:17][C:15]([C:13]1[CH:12]=[CH:11][C:10]2[N:6]([CH2:5][CH2:4][CH2:3][CH2:2][N:1]3[CH2:25][CH2:24][N:23]([C:27]4[CH:36]=[CH:35][C:30]5[O:31][CH2:32][CH2:33][O:34][C:29]=5[CH:28]=4)[CH2:22][CH2:21]3)[CH:7]=[N:8][C:9]=2[CH:14]=1)=[O:16])[CH3:19]. Procedure: Analogously to Example 3, reaction of 1-(4-aminobutyl)-5-ethoxycarbonylbenzimidazole with 6-(N,N-bis(2-chloroethyl)amino)-1,4-benzodioxane ("B") gives 6-[4(4-(5-ethoxycarbonylbenzimidazol-1-yl)butyl)piperazino]-1,4-benzodioxane. The reactants are C(CCCCCCCCCCC)OC(CN(C)CC=C)=O (N-allylsarcosine dodecyl ester), Cl (hydrochloric acid). Run in CO (methyl alcohol). Yields the product Cl.C(CCCCCCCCCCC)OC(CN(C)CC=C)=O (N-allylsarcosine dodecyl ester hydrochloride). As a reaction SMILES: [CH2:1]([O:13][C:14](=[O:21])[CH2:15][N:16]([CH2:18][CH:19]=[CH2:20])[CH3:17])[CH2:2][CH2:3][CH2:4][CH2:5][CH2:6][CH2:7][CH2:8][CH2:9][CH2:10][CH2:11][CH3:12].[ClH:22]>CO>[ClH:22].[CH2:1]([O:13][C:14](=[O:21])[CH2:15][N:16]([CH2:18][CH:19]=[CH2:20])[CH3:17])[CH2:2][CH2:3][CH2:4][CH2:5][CH2:6][CH2:7][CH2:8][CH2:9][CH2:10][CH2:11][CH3:12] |f:3.4|. Reported procedure: Two grams of N-allylsarcosine dodecyl ester was dissolved in 20 ml of methyl alcohol and 0.7 g of a 35% aqueous hydrochloric acid solution was gradually dropwise added thereto at room temperature with stirring. After reaction was completed, the methyl alcohol and water were removed under reduced pressure to obtain 2.2 g of the objective N-allylsarcosine dodecyl ester hydrochloride (m.p. 71° - 73° C). Reactants: Cl.NC1=CC=C(C(=O)NC2=CC=C(C=C2)NC2=NC(=NC(=C2)C)N)C=C1 (4-Amino-N-[4-(2-amino-6-methylpyrimidin-4-ylamino)phenyl]benzamide hydrochloride), ArH, ArH, 506, ArNH2, ArH, ArN(CH3)2, ArH, ArCH3, CCO (EtOH), ArH, ArH, Cl (HCl), ClC1=CC=NC2=CC(=CC=C12)N(C)C (4-chloro-7-dimethylamino-quinoline), ArNHAr, ArH, ArH, Cl.NC1=CC=C(C(=O)NC2=CC=C(C=C2)NC2=NC(=NC(=C2)C)N)C=C1 (4-Amino-N-[4-(2-amino-6-methylpyrimidin-4-ylamino)phenyl]benzamide hydrochloride), ArNHAr, ArH, ArH, solid. The solvent is CC(=O)O (CH3CO2H), O (H2O), CCCCO (n-BuOH), O (H2O). Product: Cl.NC1=NC(=CC(=N1)NC1=CC=C(C=C1)NC(C1=CC=C(C=C1)NC1=CC=NC2=CC(=CC=C12)N(C)C)=O)C (N-[4-(2-amino-6-methylpyrimidin-4-ylamino)phenyl]-4-(7-(dimethylamino)quinolin-4-ylamino)benzamide hydrochloride). Reaction SMILES: Cl.[NH2:2][C:3]1[CH:26]=[CH:25][C:6]([C:7]([NH:9][C:10]2[CH:15]=[CH:14][C:13]([NH:16][C:17]3[CH:22]=[C:21]([CH3:23])[N:20]=[C:19]([NH2:24])[N:18]=3)=[CH:12][CH:11]=2)=[O:8])=[CH:5][CH:4]=1.CCO.Cl.[Cl:31][C:32]1[C:41]2[C:36](=[CH:37][C:38]([N:42]([CH3:44])[CH3:43])=[CH:39][CH:40]=2)[N:35]=[CH:34][CH:33]=1>CC(O)=O.O.CCCCO>[ClH:31].[NH2:24][C:19]1[N:18]=[C:17]([NH:16][C:13]2[CH:12]=[CH:11][C:10]([NH:9][C:7](=[O:8])[C:6]3[CH:25]=[CH:26][C:3]([NH:2][C:32]4[C:41]5[C:36](=[CH:37][C:38]([N:42]([CH3:44])[CH3:43])=[CH:39][CH:40]=5)[N:35]=[CH:34][CH:33]=4)=[CH:4][CH:5]=3)=[CH:15][CH:14]=2)[CH:22]=[C:21]([CH3:23])[N:20]=1 |f:0.1,8.9|. Procedure: To a solution of amide E5 (306 mg, 0.83 mmol) in 1:2 EtOH:H2O (10 mL) were sequentially added c.HCl (0.23 mL) and 4-chloro-7-dimethylamino-quinoline (Z1) (188 mg, 0.91 mmol), and the resulting mixture was refluxed for 20 h. After this time [when MS and TLC analysis (5:4:1 n-BuOH:H2O:CH3CO2H) of the reaction mixture suggested the remaining small quantity of E5 was degrading], the reaction mixture was filtered, and the resulting solid washed sequentially with EtOAc and hexanes, to furnish Cpd. BB ...